describe an organic reaction: reactants, conditions, products, and yield From a dataset of the Open Reaction Database (ORD), a public repository of structured organic reaction records. Reactants: Ti(III)Cl, [OH-].[Na+] (NaOH), BrC=1C(=NC(=NC1)Cl)NCC(CNS(=O)(=O)C1=CC(=CC=C1)[N+](=O)[O-])O (N-[3-(5-bromo-2-chloro-pyrimidin-4-ylamino)-2-hydroxy-propyl]-3-nitro-benzenesulfonamide), solution, Ti(III)Cl. Solvent: O1CCCC1 (tetrahydrofuran), Cl (hydrochloric acid). Conditions: time 2 hour. The product is NC=1C=C(C=CC1)S(=O)(=O)NCC(CNC1=NC(=NC=C1Br)Cl)O (3-Amino-N-[3-(5-bromo-2-chloro-pyrimidin-4-ylamino)-2-hydroxy-propyl]-benzenesulfonamide). As a reaction SMILES: [Br:1][C:2]1[C:3]([NH:9][CH2:10][CH:11]([OH:26])[CH2:12][NH:13][S:14]([C:17]2[CH:22]=[CH:21][CH:20]=[C:19]([N+:23]([O-])=O)[CH:18]=2)(=[O:16])=[O:15])=[N:4][C:5]([Cl:8])=[N:6][CH:7]=1.[OH-].[Na+]>O1CCCC1.Cl>[NH2:23][C:19]1[CH:18]=[C:17]([S:14]([NH:13][CH2:12][CH:11]([OH:26])[CH2:10][NH:9][C:3]2[C:2]([Br:1])=[CH:7][N:6]=[C:5]([Cl:8])[N:4]=2)(=[O:15])=[O:16])[CH:22]=[CH:21][CH:20]=1 |f:1.2|. Procedure details: A solution of 258 mg (0.553 mmol) of N-[3-(5-bromo-2-chloro-pyrimidin-4-ylamino)-2-hydroxy-propyl]-3-nitro-benzenesulfonamide in 20 ml of tetrahydrofuran is mixed under argon at room temperature with 2.6 ml of a 15% solution of Ti(III)Cl in approximately 10% hydrochloric acid. After 2 hours, the reaction solution is mixed again with 0.2 ml of Ti(III)Cl solution and stirred for another 60 minutes. The batch is made basic with 1 M NaOH solution and then filtered. The filter cake is rewashed 2× wit... Reactants: CC(C)(C)OC(=O)N1CCC(Nc2nc3nc(SCc4ccccc4)nc(Cl)c3s2)CC1, CC(C)CC(N)CO, C1CCOC1. The product is CC(C)CC(CO)Nc1nc(SCc2ccccc2)nc2nc(NC3CCN(C(=O)OC(C)(C)C)CC3)sc12. RXN SMILES: [C:1]([CH3:2])([CH3:3])([CH3:4])[O:5][C:6](=[O:7])[N:8]1[CH2:9][CH2:10][CH:11]([NH:14][c:15]2[s:16][c:17]3[c:18]([n:19][c:20]([S:24][CH2:25][c:26]4[cH:27][cH:28][cH:29][cH:30][cH:31]4)[n:21][c:22]3[Cl:23])[n:32]2)[CH2:12][CH2:13]1.[NH2:33][CH:34]([CH2:35][CH:36]([CH3:37])[CH3:38])[CH2:39][OH:40].[O:41]1[CH2:42][CH2:43][CH2:44][CH2:45]1>>[C:1]([CH3:2])([CH3:3])([CH3:4])[O:5][C:6](=[O:7])[N:8]1[CH2:9][CH2:10][CH:11]([NH:14][c:15]2[s:16][c:17]3[c:18]([n:19][c:20]([S:24][CH2:25][c:26]4[cH:27][cH:28][cH:29][cH:30][cH:31]4)[n:21][c:22]3[NH:33][CH:34]([CH2:35][CH:36]([CH3:37])[CH3:38])[CH2:39][OH:40])[n:32]2)[CH2:12][CH2:13]1. Starting materials: C(C)(C)(C)C1=CC=C(OC(C(=O)OC)C2=CC=C(C=C2)OC2=CC=C(C=C2)[N+](=O)[O-])C=C1 (methyl α-(p-tert-butylphenoxy)-α-[p-(p-nitrophenoxy)phenyl]acetate). The reagents and catalysts are [Pd] (palladium on carbon). Solvent: CO (methanol). Product: C(C)(C)(C)C1=CC=C(OC(C(=O)OC)C2=CC=C(C=C2)OC2=CC=C(C=C2)N)C=C1 (Methyl α-(p-tert-butylphenoxy)-α-[p-(p-aminophenoxy)phenyl]acetate). The yield is 103.5%. Reaction SMILES: [C:1]([C:5]1[CH:32]=[CH:31][C:8]([O:9][CH:10]([C:15]2[CH:20]=[CH:19][C:18]([O:21][C:22]3[CH:27]=[CH:26][C:25]([N+:28]([O-])=O)=[CH:24][CH:23]=3)=[CH:17][CH:16]=2)[C:11]([O:13][CH3:14])=[O:12])=[CH:7][CH:6]=1)([CH3:4])([CH3:3])[CH3:2]>CO.[Pd]>[C:1]([C:5]1[CH:32]=[CH:31][C:8]([O:9][CH:10]([C:15]2[CH:20]=[CH:19][C:18]([O:21][C:22]3[CH:23]=[CH:24][C:25]([NH2:28])=[CH:26][CH:27]=3)=[CH:17][CH:16]=2)[C:11]([O:13][CH3:14])=[O:12])=[CH:7][CH:6]=1)([CH3:4])([CH3:2])[CH3:3]. Procedure details: To a suspension of 2.18 g of methyl α-(p-tert-butylphenoxy)-α-[p-(p-nitrophenoxy)phenyl]acetate in 50 ml of methanol was added 160 mg of 10% palladium on carbon and the mixture hydrogenated with shaking. The mixture was filtered and the filtrate concentrated under vacuum to give 2.1 g of the product as a gum. The reactants are FC1=C(C=CC(=N1)N)CC1=CNC2=NC=C(C=C21)C (6-fluoro-5-(5-methyl-1H-pyrrolo[2,3-b]pyridin-3-ylmethyl)-pyridin-2-ylamine), C1(CCCCC1)=O (cyclohexanone). Yields the product C1(CCCCC1)NC1=NC(=C(C=C1)CC1=CNC2=NC=C(C=C21)C)F (Cyclohexyl-[6-fluoro-5-(5-methyl-1H-pyrrolo[2,3-b]pyridin-3-ylmethyl)-pyridin-2-yl]-amine). As a reaction SMILES: [F:1][C:2]1[N:7]=[C:6]([NH2:8])[CH:5]=[CH:4][C:3]=1[CH2:9][C:10]1[C:18]2[C:13](=[N:14][CH:15]=[C:16]([CH3:19])[CH:17]=2)[NH:12][CH:11]=1.[C:20]1(=O)[CH2:25][CH2:24][CH2:23][CH2:22][CH2:21]1>>[CH:20]1([NH:8][C:6]2[CH:5]=[CH:4][C:3]([CH2:9][C:10]3[C:18]4[C:13](=[N:14][CH:15]=[C:16]([CH3:19])[CH:17]=4)[NH:12][CH:11]=3)=[C:2]([F:1])[N:7]=2)[CH2:25][CH2:24][CH2:23][CH2:22][CH2:21]1. Procedure details: Cyclohexyl-[6-fluoro-5-(5-methyl-1H-pyrrolo[2,3-b]pyridin-3-ylmethyl)-pyridin-2-yl]-amine P-3008 is prepared in one step from 6-fluoro-5-(5-methyl-1H-pyrrolo[2,3-b]pyridin-3-ylmethyl)-pyridin-2-ylamine 49 and cyclohexanone 67 as shown in Scheme 10. Reactants: C(C)OC(=O)C=1C(=NC(=C(C1C(=O)OCC)[N+](=O)[O-])C1=CC=C(C=C1)O)O (3,4-diethoxycarbonyl-2-hydroxy-6-(4-hydroxyphenyl)-5-nitropyridine), CN(C)C=O (DMF), P(=O)(Cl)(Cl)Cl (phosphorus oxychloride), whereto, CN(C)C=O (DMF). Conditions: temperature 100 celsius. Product: ClC1=NC(=C(C(=C1C(=O)OCC)C(=O)OCC)[N+](=O)[O-])C1=CC=C(C=C1)O (2-Chloro-3,4-diethoxycarbonyl-6-(4-hydroxyphenyl)-5-nitropyridine). As a reaction SMILES: [CH2:1]([O:3][C:4]([C:6]1[C:7](O)=[N:8][C:9]([C:20]2[CH:25]=[CH:24][C:23]([OH:26])=[CH:22][CH:21]=2)=[C:10]([N+:17]([O-:19])=[O:18])[C:11]=1[C:12]([O:14][CH2:15][CH3:16])=[O:13])=[O:5])[CH3:2].CN(C=O)C.P(Cl)(Cl)([Cl:35])=O>>[Cl:35][C:7]1[C:6]([C:4]([O:3][CH2:1][CH3:2])=[O:5])=[C:11]([C:12]([O:14][CH2:15][CH3:16])=[O:13])[C:10]([N+:17]([O-:19])=[O:18])=[C:9]([C:20]2[CH:25]=[CH:24][C:23]([OH:26])=[CH:22][CH:21]=2)[N:8]=1. Reported procedure: In 2.5 ml of phosphorus oxychloride was suspended 130 mg of 3,4-diethoxycarbonyl-2-hydroxy-6-(4-hydroxyphenyl)-5-nitropyridine, whereto 0.4 ml of DMF was added. The mixture was heated at 100° C. for 30 minutes. Then, 0.4 ml of DMF was added and the mixture was heated for further 30 minutes. After the solvent was distilled off, ice-water was added, followed by neutralization with sodium hydrogencarbonate and extraction with ethyl acetate. After the organic layer was washed with water and a satura...